This data is from the Open Reaction Database (ORD), a public repository of structured organic reaction records. The task is: describe an organic reaction: reactants, conditions, products, and yield Reactants: COC(=O)C=1C=CC(=CC1)O (Methyl p-hydroxybenzoate), N1CC1 (aziridine). Run in C(Cl)(Cl)Cl (chloroform). Product: NCCOC1=CC=C(C(=O)OC)C=C1 (Methyl 4-(2-Aminoethoxy)benzoate). RXN SMILES: [CH3:1][O:2][C:3]([C:5]1[CH:6]=[CH:7][C:8]([OH:11])=[CH:9][CH:10]=1)=[O:4].[NH:12]1[CH2:14][CH2:13]1>C(Cl)(Cl)Cl>[NH2:12][CH2:13][CH2:14][O:11][C:8]1[CH:9]=[CH:10][C:5]([C:3]([O:2][CH3:1])=[O:4])=[CH:6][CH:7]=1. Procedure details: Methyl p-hydroxybenzoate (7.6 g) was dissolved in 50 ml of chloroform with heating, 2.15 g of aziridine was dropped in with stirring, and the mixture was heated to refluxed for 8 hours. The reaction solution was concentrated in vacuo and the residue was purified by a silica gel column chromatography (200 g of silica gel C-200; the eluting solvent used was a 9:1 mixture of chloroform and methanol). Starting materials: C(C1=CC=CC=C1)(=O)OC1=CC(=CC=C1)OCC1OC1 (3-(oxiran-2-ylmethoxy)phenyl benzoate), CC1=NC(=NC(=C1)C)N1CCC(CC1)N (1-(4,6-dimethylpyrimidin-2-yl)piperidin-4-amine), C1=CC(=C(C(=O)C=C1)O)C2=CN=CN=C2 (SP10). Run in CC(C)O.CS(=O)C (iPrOH DMSO). Product: CC1=NC(=NC(=C1)C)N1CCC(CC1)NCC(COC=1C=C(C=CC1)O)O (3-(3-(1-(4,6-dimethylpyrimidin-2-yl)piperidin-4-ylamino)-2-hydroxypropoxy)phenol). Isolated yield 14.0%. Reaction SMILES: C([O:9][C:10]1[CH:15]=[CH:14][CH:13]=[C:12]([O:16][CH2:17][CH:18]2[CH2:20][O:19]2)[CH:11]=1)(=O)C1C=CC=CC=1.[CH3:21][C:22]1[CH:27]=[C:26]([CH3:28])[N:25]=[C:24]([N:29]2[CH2:34][CH2:33][CH:32]([NH2:35])[CH2:31][CH2:30]2)[N:23]=1.C1C=CC(=O)C(O)=C(C2C=NC=NC=2)C=1>CC(O)C.CS(C)=O>[CH3:21][C:22]1[CH:27]=[C:26]([CH3:28])[N:25]=[C:24]([N:29]2[CH2:30][CH2:31][CH:32]([NH:35][CH2:20][CH:18]([OH:19])[CH2:17][O:16][C:12]3[CH:11]=[C:10]([OH:9])[CH:15]=[CH:14][CH:13]=3)[CH2:33][CH2:34]2)[N:23]=1 |f:3.4|. Procedure: Synthesis followed SP6 (iPrOH:DMSO 1:1, 120° C., 24 h), using 200 μmol 3-(oxiran-2-ylmethoxy)phenyl benzoate and 1-(4,6-dimethylpyrimidin-2-yl)piperidin-4-amine to give O-benzoylated intermediate, which was directly treated according to SP10. Title product was obtained by purification by prep. HPLC (reversed phase) and prep. TLC (1 mm silica gel, PE/CH2Cl2/MeOH 4:6:1) with 14% yield (LCMS: detected [M+1]=373.2). The reactants are O=C1CCC(CC1)C1=CN=C(S1)C(=O)O (5-(4-oxo-cyclohexyl)-thiazole-2-carboxylic acid), N1CC(C1)NC(=O)CNC(C1=CC(=CC=C1)C(F)(F)F)=O (N-(azetidin-3-ylcarbamoylmethyl)-3-trifluoromethyl-benzamide). Reported procedure: The title compounds were prepared as white solids from the reductive amination of 5-(4-oxo-cyclohexyl)-thiazole-2-carboxylic acid (as prepared in the previous step) and N-(azetidin-3-ylcarbamoylmethyl)-3-trifluoromethyl-benzamide using the procedure described in Step F of Example 1. RXN SMILES: O=[C:2]1[CH2:7][CH2:6][CH:5]([C:8]2[S:12][C:11]([C:13]([OH:15])=[O:14])=[N:10][CH:9]=2)[CH2:4][CH2:3]1.[NH:16]1[CH2:19][CH:18]([NH:20][C:21]([CH2:23][NH:24][C:25](=[O:36])[C:26]2[CH:31]=[CH:30][CH:29]=[C:28]([C:32]([F:35])([F:34])[F:33])[CH:27]=2)=[O:22])[CH2:17]1>>[F:35][C:32]([F:33])([F:34])[C:28]1[CH:27]=[C:26]([CH:31]=[CH:30][CH:29]=1)[C:25]([NH:24][CH2:23][C:21]([NH:20][CH:18]1[CH2:19][N:16]([CH:2]2[CH2:7][CH2:6][CH:5]([C:8]3[S:12][C:11]([C:13]([OH:15])=[O:14])=[N:10][CH:9]=3)[CH2:4][CH2:3]2)[CH2:17]1)=[O:22])=[O:36]. The product is FC(C=1C=C(C(=O)NCC(=O)NC2CN(C2)C2CCC(CC2)C2=CN=C(S2)C(=O)O)C=CC1)(F)F (5-(4-{3-[2-(3-Trifluoromethyl-benzoylamino)-acetylamino]-azetidin-1-yl}-cyclohexyl)-thiazole-2-carboxylic acid). The reactants are N1C(CCC1)=O (pyrrolidin-2-one), BrC1=CC=C(C=N1)C(=O)N1CCN(CC1)C1=NC=C(C=C1C)CC ((6-bromopyridin-3-yl)[4-(5-ethyl-3-methylpyridin-2-yl)piperazin-1-yl]methanone). Yields the product C(C)C=1C=C(C(=NC1)N1CCN(CC1)C(=O)C=1C=CC(=NC1)N1C(CCC1)=O)C (1-{5-[4-(5-ethyl-3-methylpyridin-2-yl)piperazine-1-carbonyl]pyridin-2-yl}pyrrolidin-2-one). Isolated yield 55.9%. As a reaction SMILES: [NH:1]1[CH2:5][CH2:4][CH2:3][C:2]1=[O:6].Br[C:8]1[N:13]=[CH:12][C:11]([C:14]([N:16]2[CH2:21][CH2:20][N:19]([C:22]3[C:27]([CH3:28])=[CH:26][C:25]([CH2:29][CH3:30])=[CH:24][N:23]=3)[CH2:18][CH2:17]2)=[O:15])=[CH:10][CH:9]=1>>[CH2:29]([C:25]1[CH:26]=[C:27]([CH3:28])[C:22]([N:19]2[CH2:20][CH2:21][N:16]([C:14]([C:11]3[CH:10]=[CH:9][C:8]([N:1]4[CH2:5][CH2:4][CH2:3][C:2]4=[O:6])=[N:13][CH:12]=3)=[O:15])[CH2:17][CH2:18]2)=[N:23][CH:24]=1)[CH3:30]. Procedure details: Using pyrrolidin-2-one (49 mg) and (6-bromopyridin-3-yl)[4-(5-ethyl-3-methylpyridin-2-yl)piperazin-1-yl]methanone (200 mg) described in Preparation Example 145 and by the reaction and treatment in the same manner as in Example 1, the title compound (113 mg) was obtained. Starting materials: [Si](C)(C)(C(C)(C)C)OC[C@@H]1NC(OCC1)=O ((4R)-4-({[tert-butyl(dimethyl)silyl]oxy}methyl)-1,3-oxazinan-2-one), ICCCCCCC(=O)OC(C)C (Isopropyl 7-iodoheptanoate). Solvent: O.CCOCC (water ether), CN(C)C=O (DMF). Reaction conditions: time 10 minute. Product: OC[C@@H]1N(C(OCC1)=O)CCCCCCC(=O)OC(C)C (isopropyl 7-[(4R)-4-(hydroxymethyl)-2-oxo-1,3-oxazinan-3-yl]heptanoate), [Si](C)(C)(C(C)(C)C)OC[C@@H]1N(C(OCC1)=O)CCCCCCC(=O)OC(C)C (isopropyl 7-[(4R)-4-({[tert-butyl(dimethyl)silyl]oxy}methyl)-2-oxo-1,3-oxazinan-3-yl]heptanoate). As a reaction SMILES: [Si:1]([O:8][CH2:9][C@H:10]1[CH2:15][CH2:14][O:13][C:12](=[O:16])[NH:11]1)([C:4]([CH3:7])([CH3:6])[CH3:5])([CH3:3])[CH3:2].I[CH2:18][CH2:19][CH2:20][CH2:21][CH2:22][CH2:23][C:24]([O:26][CH:27]([CH3:29])[CH3:28])=[O:25]>CN(C=O)C.O.CCOCC>[OH:8][CH2:9][C@H:10]1[CH2:15][CH2:14][O:13][C:12](=[O:16])[N:11]1[CH2:18][CH2:19][CH2:20][CH2:21][CH2:22][CH2:23][C:24]([O:26][CH:27]([CH3:28])[CH3:29])=[O:25].[Si:1]([O:8][CH2:9][C@H:10]1[CH2:15][CH2:14][O:13][C:12](=[O:16])[N:11]1[CH2:18][CH2:19][CH2:20][CH2:21][CH2:22][CH2:23][C:24]([O:26][CH:27]([CH3:28])[CH3:29])=[O:25])([C:4]([CH3:7])([CH3:5])[CH3:6])([CH3:3])[CH3:2] |f:3.4|. Procedure details: To a solution of (4R)-4-({[tert-butyl(dimethyl)silyl]oxy}methyl)-1,3-oxazinan-2-one (0.51 g, 2.078 mmol) in DMF (10 mL) at rt under N2 was added KHMDS (0.5 M in toluene, 5 mL) dropwise (gel like precipitation formation) and the mixture was stirred for 10 min. Isopropyl 7-iodoheptanoate (1.24 g, 4.16 mmol, 2 eq) was then added in one portion and the mixture stirred at 65° C. for an additional 5 h and cooled to rt, diluted with water/ether. The layers were separated and the aqueous layer extracted... The reactants are C1(=CC=C(C2=CC=CC=C12)C(=O)O)C(=O)O (naphthalene-1,4-dicarboxylic acid), S(O)(O)(=O)=O (sulphuric acid), II (iodine), BrBr (bromine). Yields the product BrC=1C=CC=C2C(=CC=C(C12)C(=O)O)C(=O)O (8-Bromo-naphthalene-1,4-dicarboxylic acid). Reaction SMILES: [C:1]1([C:14]([OH:16])=[O:15])[C:10]2[C:5](=[CH:6][CH:7]=[CH:8][CH:9]=2)[C:4]([C:11]([OH:13])=[O:12])=[CH:3][CH:2]=1.S(=O)(=O)(O)O.II.[Br:24]Br>>[Br:24][C:6]1[CH:7]=[CH:8][CH:9]=[C:10]2[C:5]=1[C:4]([C:11]([OH:13])=[O:12])=[CH:3][CH:2]=[C:1]2[C:14]([OH:16])=[O:15]. Procedure details: 44 parts of naphthalene-1,4-dicarboxylic acid are introduced in portions into 900 parts of concentrated sulphuric acid and the mixture is stirred to give a homogeneous suspension. A few crystals of iodine and 36 parts of bromine are then added and the whole is stirred overnight at room temperature. For working up, the mixture is discharged onto ice and filtered and the product is washed with water until neutral. 8-Bromo-naphthalene-1,4-dicarboxylic acid, which is thus obtained, can be purified b... Reactants: OCC(CO)CO (2-(hydroxymethyl)-1,3-propanediol), ClC(=O)OC (methyl chloroformate). The solvent is ClCCl (dichloromethane), N1=CC=CC=C1 (pyridine). Conditions: time 16 hour. Yields the product COC(=O)OCC(CO)CO (2-(methoxycarbonyloxymethyl)-1,3-propanediol). The yield is 42.1%. RXN SMILES: [OH:1][CH2:2][CH:3]([CH2:6][OH:7])[CH2:4][OH:5].Cl[C:9]([O:11][CH3:12])=[O:10]>ClCCl.N1C=CC=CC=1>[CH3:12][O:11][C:9]([O:1][CH2:2][CH:3]([CH2:6][OH:7])[CH2:4][OH:5])=[O:10]. Procedure: To a solution of 2-(hydroxymethyl)-1,3-propanediol (9.4 mmol) in dichloromethane (20 mL) and pyridine (7.5 mL) at 0° C. was added methyl chloroformate (9.4 mmol) slowly. The resulting solution was warmed to room temperature and stirred for 16 h. The reaction was concentrated under reduced pressure and chromatographed by eluting with methanol-dichloromethane (1:4) to give 650 mg of 2-(methoxycarbonyloxymethyl)-1,3-propanediol. Starting materials: ClCCNCCCl, Cl, N#Cc1cccc(N)c1, [Na+], [OH-], Cc1ccccc1C. Product: N#Cc1cccc(N2CCNCC2)c1. Reaction SMILES: [Cl:11][CH2:12][CH2:13][NH:14][CH2:15][CH2:16][Cl:17].[ClH:10].[NH2:1][c:2]1[cH:3][c:4]([C:5]#[N:6])[cH:7][cH:8][cH:9]1.[Na+:27].[OH-:26].[c:18]1([CH3:19])[c:20]([CH3:21])[cH:22][cH:23][cH:24][cH:25]1>>[N:1]1([c:2]2[cH:3][c:4]([C:5]#[N:6])[cH:7][cH:8][cH:9]2)[CH2:12][CH2:13][NH:14][CH2:15][CH2:16]1.